From a dataset of the Open Reaction Database (ORD), a public repository of structured organic reaction records. describe an organic reaction: reactants, conditions, products, and yield Starting materials: Cc1ccccc1, CC(CO)Nc1c([N+](=O)[O-])cnc2ccccc12. Yields the product CC(CO)Nc1c(N)cnc2ccccc12. As a reaction SMILES: [CH3:19][c:20]1[cH:21][cH:22][cH:23][cH:24][cH:25]1.[N+:1]([O-:2])(=[O:3])[c:4]1[cH:5][n:6][c:7]2[cH:8][cH:9][cH:10][cH:11][c:12]2[c:13]1[NH:14][CH:15]([CH2:16][OH:17])[CH3:18]>>[NH2:1][c:4]1[cH:5][n:6][c:7]2[cH:8][cH:9][cH:10][cH:11][c:12]2[c:13]1[NH:14][CH:15]([CH2:16][OH:17])[CH3:18]. Reactants: ClCCl, Cl, O=C(Nc1ccc(C(C(=O)O)c2ccccc2)cc1)C1CC(c2cccnc2)=NO1. RXN SMILES: [Cl:32][CH2:33][Cl:34].[ClH:1].[n:2]1[cH:3][c:4]([C:8]2=[N:9][O:10][CH:11]([C:13](=[O:14])[NH:15][c:16]3[cH:17][cH:18][c:19]([CH:22]([C:23](=[O:24])[OH:25])[c:26]4[cH:27][cH:28][cH:29][cH:30][cH:31]4)[cH:20][cH:21]3)[CH2:12]2)[cH:5][cH:6][cH:7]1>>[Cl:1][C:23]([CH:22]([c:19]1[cH:18][cH:17][c:16]([NH:15][C:13]([CH:11]2[O:10][N:9]=[C:8]([c:4]3[cH:3][n:2][cH:7][cH:6][cH:5]3)[CH2:12]2)=[O:14])[cH:21][cH:20]1)[c:26]1[cH:27][cH:28][cH:29][cH:30][cH:31]1)=[O:24]. Yields the product O=C(Nc1ccc(C(C(=O)Cl)c2ccccc2)cc1)C1CC(c2cccnc2)=NO1. Starting materials: NCC1=NOC(=N1)[C@@H](CC(=O)OC(C)(C)C)CCCC1CCCCC1 (tert-butyl(3R)-3-[3-(aminomethyl)-1,2,4-oxadiazol-5-yl]-6-cyclohexylhexanoate), N=1N=C(NC1)S(=O)(=O)Cl (4H-1,2,4-triazole-3-sulfonyl chloride). Yields the product C1(CCCCC1)CCC[C@H](CC(=O)OC(C)(C)C)C1=NC(=NO1)CNS(=O)(=O)C1=NN=CN1 (tert-butyl(3R)-6-cyclohexyl-3-(3-{[(4H-1,2,4-triazol-3-ylsulfonyl)amino]methyl}-1,2,4-oxadiazol-5-yl)hexanoate). RXN SMILES: [NH2:1][CH2:2][C:3]1[N:7]=[C:6]([C@H:8]([CH2:17][CH2:18][CH2:19][CH:20]2[CH2:25][CH2:24][CH2:23][CH2:22][CH2:21]2)[CH2:9][C:10]([O:12][C:13]([CH3:16])([CH3:15])[CH3:14])=[O:11])[O:5][N:4]=1.[N:26]1[N:27]=[C:28]([S:31](Cl)(=[O:33])=[O:32])[NH:29][CH:30]=1>>[CH:20]1([CH2:19][CH2:18][CH2:17][C@@H:8]([C:6]2[O:5][N:4]=[C:3]([CH2:2][NH:1][S:31]([C:28]3[NH:29][CH:30]=[N:26][N:27]=3)(=[O:33])=[O:32])[N:7]=2)[CH2:9][C:10]([O:12][C:13]([CH3:15])([CH3:16])[CH3:14])=[O:11])[CH2:21][CH2:22][CH2:23][CH2:24][CH2:25]1. Reported procedure: Method as for preparation 10 using tert-butyl(3R)-3-[3-(aminomethyl)-1,2,4-oxadiazol-5-yl]-6-cyclohexylhexanoate (preparation 18) (292 mg, 0.83 mmol) and 4H-1,2,4-triazole-3-sulfonyl chloride (preparation 24) (208 mg, 1.24 mmol) as starting materials. The reactants are C(C)(C)(C)C=1SC2=C(N1)C=C(C(=C2)[N+](=O)[O-])Cl (2-tert-butyl-5-chloro-6-nitrobenzothiazole), O (water). Solvent: N1CCOCC1 (morpholine). Yields the product C(C)(C)(C)C=1SC2=C(N1)C=C(C(=C2)[N+](=O)[O-])N2CCOCC2 (2-tert-butyl-5-[morpholin-4-yl]-6-nitrobenzothiazole). As a reaction SMILES: [C:1]([C:5]1[S:6][C:7]2[CH:13]=[C:12]([N+:14]([O-:16])=[O:15])[C:11](Cl)=[CH:10][C:8]=2[N:9]=1)([CH3:4])([CH3:3])[CH3:2].[OH2:18]>N1CCOCC1>[C:1]([C:5]1[S:6][C:7]2[CH:13]=[C:12]([N+:14]([O-:16])=[O:15])[C:11]([N:9]3[CH2:8][CH2:7][O:18][CH2:1][CH2:5]3)=[CH:10][C:8]=2[N:9]=1)([CH3:4])([CH3:3])[CH3:2]. Procedure: A solution of 170 g of 2-tert-butyl-5-chloro-6-nitrobenzothiazole described in Example 5, in 200 ml of morpholine is refluxed for 6.5 hours, cooled and poured into water. The solid is filtered, washed with water and cold alcohol to give 2-tert-butyl-5-[morpholin-4-yl]-6-nitrobenzothiazole melting at 119°-121°. Starting materials: O1C(=CC=C1)C=1CCC(NN1)=O (4,5-dihydro-6-(2-furyl)-3(2H)-pyridazinone), ClC=1N=NC(=CC1)C=1OC=CC1 (3-chloro-6-(2-furyl)pyridazine), C(C)(=O)NN (acethydrazide). The solvent is C(CCC)O (n-butyl alcohol). Yields the product CC1=NN=C2N1N=C(C=C2)C=2OC=CC2 (3-Methyl-6-(2-furyl)-1,2,4-triazolo[4,3-b]pyridazine). Reaction SMILES: [O:1]1[CH:5]=[CH:4][CH:3]=[C:2]1[C:6]1[CH2:7][CH2:8][C:9](=O)[NH:10][N:11]=1.Cl[C:14]1[N:15]=[N:16]C(C2OC=CC=2)=C[CH:19]=1.C(NN)(=O)C>C(O)CCC>[CH3:19][C:14]1[N:10]2[N:11]=[C:6]([C:2]3[O:1][CH:5]=[CH:4][CH:3]=3)[CH:7]=[CH:8][C:9]2=[N:16][N:15]=1. Procedure details: As for Example 5, 4,5-dihydro-6-(2-furyl)-3(2H)-pyridazinone is converted to 3-chloro-6-(2-furyl)pyridazine. A 1.5 g. sample of the preceding compound, 1.2 g. of acethydrazide in 50 ml. of n-butyl alcohol is refluxed for 48 hours. The solvent is removed under reduced pressure and the residue is partitioned between dichloromethane and dilute sodium hydroxide. The dichloromethane layer is washed with water, dried over magnesium sulfate, filtered and concentrated. The residue is purified by convent... The reactants are NC1(CCC1)C1=CC=C(C=C1)C=1C(C=2C(=C(N=CC2)CCCl)OC1C1=CC=CC=C1)=O (3-(4-(1-aminocyclobutyl)phenyl)-8-(2-chloroethyl)-2-phenyl-4H-pyrano[2,3-c]pyridin-4-one), C(C)C=1N=CC=C2C1OC(=C(C2=O)C2=CC=C(C=C2)C2(CCC2)NC(OC(C)(C)C)=O)C2=CC=CC=C2 (tert-butyl 1-(4-(8-ethyl-4-oxo-2-phenyl-4H-pyrano[2,3-c]pyridin-3-yl)phenyl)cyclobutylcarbamate), Cl (HCl). The solvent is O1CCOCC1 (1,4-dioxane). Product: NC1(CCC1)C1=CC=C(C=C1)C=1C(C=2C(=C(N=CC2)CC)OC1C1=CC=CC=C1)=O (3-(4-(1-Aminocyclobutyl)phenyl)-8-ethyl-2-phenyl-4H-pyrano[2,3-c]pyridin-4-one). Yield: 62.0%. RXN SMILES: [NH2:1][C:2]1([C:6]2[CH:11]=[CH:10][C:9]([C:12]3[C:13](=[O:31])[C:14]4[C:15]([O:23][C:24]=3[C:25]3[CH:30]=[CH:29][CH:28]=[CH:27][CH:26]=3)=[C:16]([CH2:20][CH2:21]Cl)[N:17]=[CH:18][CH:19]=4)=[CH:8][CH:7]=2)[CH2:5][CH2:4][CH2:3]1.C(C1N=CC=C2C(=O)C(C3C=CC(C4(NC(=O)OC(C)(C)C)CCC4)=CC=3)=C(C3C=CC=CC=3)OC=12)C.Cl>O1CCOCC1>[NH2:1][C:2]1([C:6]2[CH:7]=[CH:8][C:9]([C:12]3[C:13](=[O:31])[C:14]4[C:15]([O:23][C:24]=3[C:25]3[CH:26]=[CH:27][CH:28]=[CH:29][CH:30]=3)=[C:16]([CH2:20][CH3:21])[N:17]=[CH:18][CH:19]=4)=[CH:10][CH:11]=2)[CH2:5][CH2:4][CH2:3]1. Procedure details: Following same procedure used to prepare 3-(4-(1-aminocyclobutyl)phenyl)-8-(2-chloroethyl)-2-phenyl-4H-pyrano[2,3-c]pyridin-4-one, tert-butyl 1-(4-(8-ethyl-4-oxo-2-phenyl-4H-pyrano[2,3-c]pyridin-3-yl)phenyl)cyclobutylcarbamate was reacted with 4 M HCl in 1,4-dioxane to give the title compound (5 mg, 62%). 1H NMR (500 MHz, CD3OD): δ 8.61 (d, 1H), 7.95 (d, 1H), 7.51-7.30 (m, 9H), 3.42-3.35 (m, 2H), 2.75-2.67 (m, 2H), 2.55-2.42 (m, 2H), 2.28-2.12 (m, 1H), 1.98-1.88 (m, 1H). 1.5 (t, 3H). LCMS (Metho... Reactants: C(C)(=O)O (acetic acid), product, C(#N)C1=C(N)C=CC=C1OC (2-Cyano-3-methoxy-aniline), aqueous solution, [OH-].[K+] (potassium hydroxide). Yields the product COC=1C=CC=C(C1C(=O)O)N (6-Methoxy-anthranilic acid). RXN SMILES: C(C1[C:9]([O:10][CH3:11])=[CH:8][CH:7]=[CH:6][C:4]=1[NH2:5])#N.[OH-].[K+].[C:14]([OH:17])(=[O:16])[CH3:15]>>[CH3:11][O:10][C:9]1[CH:8]=[CH:7][CH:6]=[C:4]([NH2:5])[C:15]=1[C:14]([OH:17])=[O:16] |f:1.2|. Reported procedure: Fifty-four grams (0.364 mol) of the product prepared in (a) are refluxed with 800 ml of a 25% aqueous solution of potassium hydroxide for 16 hours. After cooling, the reaction solution is adjusted to a pH of 6 by the addition of acetic acid and then extracted several times, each time with one-half liter of ethyl acetate. The combined extracts are dried with sodium sulfate, and the ethyl acetate is distilled off. The residue is purified by column chromatography [silica gel; ethylene chloride/acet... Starting materials: Cl.BrC=1C(=NC=CC1)C1(CCN(CC1)S(=O)(=O)CCC)CN ({[4-(3-Bromopyridin-2-yl)-1-(propylsulfonyl)piperidin-4-yl]methyl}amine hydrochloride salt), C(C)(C)N(C(C)C)CC (N,N-diisopropylethylamine), C([O-])([O-])=O.[Na+].[Na+] (sodium carbonate), ClC1=C(C(=O)Cl)C=CC(=C1)Cl (2,4-dichlorobenzoyl chloride). Run in ClCCl (dichloromethane). Yields the product BrC=1C(=NC=CC1)C1(CCN(CC1)S(=O)(=O)CCC)CNC(C1=C(C=C(C=C1)Cl)Cl)=O (N-{[4-(3-bromopyridin-2-yl)-1-(propylsulfonyl)piperidin-4-yl]methyl}-2,4-dichlorobenzamide). RXN SMILES: Cl.[Br:2][C:3]1[C:4]([C:9]2([CH2:21][NH2:22])[CH2:14][CH2:13][N:12]([S:15]([CH2:18][CH2:19][CH3:20])(=[O:17])=[O:16])[CH2:11][CH2:10]2)=[N:5][CH:6]=[CH:7][CH:8]=1.C(N(CC)C(C)C)(C)C.[Cl:32][C:33]1[CH:41]=[C:40]([Cl:42])[CH:39]=[CH:38][C:34]=1[C:35](Cl)=[O:36].C(=O)([O-])[O-].[Na+].[Na+]>ClCCl>[Br:2][C:3]1[C:4]([C:9]2([CH2:21][NH:22][C:35](=[O:36])[C:34]3[CH:38]=[CH:39][C:40]([Cl:42])=[CH:41][C:33]=3[Cl:32])[CH2:14][CH2:13][N:12]([S:15]([CH2:18][CH2:19][CH3:20])(=[O:16])=[O:17])[CH2:11][CH2:10]2)=[N:5][CH:6]=[CH:7][CH:8]=1 |f:0.1,4.5.6|. Procedure: {[4-(3-Bromopyridin-2-yl)-1-(propylsulfonyl)piperidin-4-yl]methyl}amine hydrochloride salt (100 mg, 0.24 mmol) was dissolved in dichloromethane (5 mL) with N,N-diisopropylethylamine (0.13 mL, 0.72 mmol). 2,4-dichlorobenzoyl chloride (34 μL, 0.24 mmol) was added and the mixture stirred over night. The mixture was poured into aqueous sodium carbonate (10 mL, 2 M) and extracted with dichloromethane (10 mL x 2). The combined organic phases were dried over magnesium sulphate (anhydrous), filtered and...